From a dataset of the Open Reaction Database (ORD), a public repository of structured organic reaction records. describe an organic reaction: reactants, conditions, products, and yield Procedure details: 100 mg of N-[N-[(p-amidinophenethyl-carbamoyl)acetyl]-3-(t-butoxycarbonyl)-L-alanyl]-3-phenyl-L-alanine t-butyl ester hydroiodide were reacted with trifluoroacetic acid as described in Example 1 to give 69 mg of N-[N-[(p-amidinophenethylcarbamoyl)acetyl]-L-α-aspartyl]-3-phenyl-L-alanine trifluoroacetate, m.p. 141°-143° C., after crystal-lisation using diethyl ether. RXN SMILES: I.C([O:6][C:7](=[O:46])[C@H:8]([CH2:39][C:40]1[CH:45]=[CH:44][CH:43]=[CH:42][CH:41]=1)[NH:9][C:10](=[O:38])[C@H:11]([CH2:30][C:31]([O:33]C(C)(C)C)=[O:32])[NH:12][C:13](=[O:29])[CH2:14][C:15](=[O:28])[NH:16][CH2:17][CH2:18][C:19]1[CH:24]=[CH:23][C:22]([C:25](=[NH:27])[NH2:26])=[CH:21][CH:20]=1)(C)(C)C.[F:47][C:48]([F:53])([F:52])[C:49]([OH:51])=[O:50]>>[F:47][C:48]([F:53])([F:52])[C:49]([OH:51])=[O:50].[C:25]([C:22]1[CH:23]=[CH:24][C:19]([CH2:18][CH2:17][NH:16][C:15]([CH2:14][C:13]([NH:12][C@H:11]([C:10]([NH:9][C@H:8]([C:7]([OH:46])=[O:6])[CH2:39][C:40]2[CH:45]=[CH:44][CH:43]=[CH:42][CH:41]=2)=[O:38])[CH2:30][C:31](=[O:32])[OH:33])=[O:29])=[O:28])=[CH:20][CH:21]=1)(=[NH:26])[NH2:27] |f:0.1,3.4|. Reactants: I.C(C)(C)(C)OC([C@@H](NC([C@@H](NC(CC(NCCC1=CC=C(C=C1)C(N)=N)=O)=O)CC(=O)OC(C)(C)C)=O)CC1=CC=CC=C1)=O (N-[N-[(p-amidinophenethyl-carbamoyl)acetyl]-3-(t-butoxycarbonyl)-L-alanyl]-3-phenyl-L-alanine t-butyl ester hydroiodide), FC(C(=O)O)(F)F (trifluoroacetic acid). The product is FC(C(=O)O)(F)F.C(N)(=N)C1=CC=C(CCNC(=O)CC(=O)N[C@@H](CC(O)=O)C(=O)N[C@@H](CC2=CC=CC=C2)C(=O)O)C=C1 (N-[N-[(p-amidinophenethylcarbamoyl)acetyl]-L-α-aspartyl]-3-phenyl-L-alanine trifluoroacetate). Starting materials: S(C1=CC=CC(=C1)[Si](C)(C)C)C. Reagents/catalysts: N=1C=CC(=CC1C=2N=CC=C(C2)C)C, O1B(OC(C)(C)C1(C)C)B2OC(C)(C)C(O2)(C)C, C[OH2+].C[OH2+].C1CC=CCCC=C1.C1CC=CCCC=C1.[Ir].[Ir]. Solvent: C=1C=C(C=CC1C)C. Reaction conditions: temperature 55 celsius, time 24 hour. The product is O1B(OC(C)(C)C1(C)C)C2=CC(SC)=CC(=C2)[Si](C)(C)C. Yield: 78.0%. Reported procedure: dtbpy: A mixture of ortho- and meta-borylated products (126 mg, 78% yield, ortho/meta + para = <0.01); meta-Isomer 5m was obtained by further purification by GPC (114 mg, 71% yield), colorless oil; Reactants: CC1(CC1)C=O (1-methylcyclopropanecarbaldehyde), N[C@@H](CO)C1=CC=CC=C1 ((R)-2-amino-2-phenylethanol), C[Si](C)(C)C#N (trimethylsilyl cyanide). Yields the product OC[C@@H](C1=CC=CC=C1)N[C@H](C#N)C1(CC1)C ((S)-2-((R)-2-hydroxy-1-phenylethylamino)-2-(1-methylcyclopropyl)acetonitrile). The solvent is CO (MeOH). Reaction SMILES: [CH3:1][C:2]1([CH:5]=O)[CH2:4][CH2:3]1.[NH2:7][C@H:8]([C:11]1[CH:16]=[CH:15][CH:14]=[CH:13][CH:12]=1)[CH2:9][OH:10].C[Si]([C:21]#[N:22])(C)C>CO>[OH:10][CH2:9][C@H:8]([NH:7][C@@H:5]([C:2]1([CH3:1])[CH2:3][CH2:4]1)[C:21]#[N:22])[C:11]1[CH:16]=[CH:15][CH:14]=[CH:13][CH:12]=1. Reported procedure: To a solution of 1-methylcyclopropanecarbaldehyde in MeOH (20 mL) was added (R)-2-amino-2-phenylethanol (3.23 g, 23.54 mmol) at rt under N2 in 3 portions. The mixture was stirred at rt for 2 h and then cooled down with ice-water bath and added with trimethylsilyl cyanide (5.74 mL, 42.8 mmol) dropwise over 5 min. The mixture was stirred for 10 min, ice bath was removed and the reaction was stirred at rt overnight. The reaction mixture was concentrated and purified on a 40 g silica gel column (EtO... Reaction conditions: time 2 hour. The reactants are ClC1=CC=C(C=C1)SC1=C2N(C=3C=C(C=C(C13)C(C)O)F)CCC2CC(=O)O ((+/−)-[9-[(4-chlorophenyl)sulfanyl]-6-fluoro-8-(1-hydroxy-ethyl)-2,3-dihydro-1H-pyrrolo[1,2-a]indol-1-yl]acetic acid), CCOCC (Et2O). The product is ClC1=CC=C(C=C1)SC1=C2N(C=3C=C(C=C(C13)C(C)O)F)CCC2CC(=O)OC ((+/−)-Methyl [9-[(4-chlorophenyl)sulfanyl]-6-fluoro-8-(1-hydroxyethyl)-2,3-dihydro-1H-pyrrolo[1,2-a]indol-1-yl]acetate). Reaction SMILES: [Cl:1][C:2]1[CH:7]=[CH:6][C:5]([S:8][C:9]2[C:17]3[C:16]([CH:18]([OH:20])[CH3:19])=[CH:15][C:14]([F:21])=[CH:13][C:12]=3[N:11]3[CH2:22][CH2:23][CH:24]([CH2:25][C:26]([OH:28])=[O:27])[C:10]=23)=[CH:4][CH:3]=1.[CH3:29]COCC>>[Cl:1][C:2]1[CH:7]=[CH:6][C:5]([S:8][C:9]2[C:17]3[C:16]([CH:18]([OH:20])[CH3:19])=[CH:15][C:14]([F:21])=[CH:13][C:12]=3[N:11]3[CH2:22][CH2:23][CH:24]([CH2:25][C:26]([O:28][CH3:29])=[O:27])[C:10]=23)=[CH:4][CH:3]=1. Reported procedure: (+/−)-[9-[(4-Chlorophenyl)sulfanyl]-6-fluoro-8-(1-hydroxyethyl)-2,3-dihydro-1H-pyrrolo[1,2-a]indol-1-yl]acetic acid (Example 14, 100 mg) was esterified in Et2O by addition of an excess of CH2N2. After removal of the solvents, the title ester was obtained quantitatively as a pale yellow solid and used as such. Reactants: ClC1=C(C=CC=C1)[C@@H](C)OC(NC=1C(=NOC1C1=CC(=C(C=C1)Br)Cl)C)=O ([5-(4-bromo-3-chloro-phenyl)-3-methyl-isoxazol-4-yl]-carbamic acid (R)-1-(2-chloro-phenyl)-ethyl ester), C(C)OC(CC1=CC=C(C=C1)B1OC(C(O1)(C)C)(C)C)=O ([4-(4,4,5,5-tetramethyl-[1,3,2]dioxaborolan-2-yl)-phenyl]-acetic acid ethyl ester). Yields the product C(C)OC(CC1=CC=C(C=C1)C1=C(C=C(C=C1)C1=C(C(=NO1)C)NC(=O)O[C@H](C)C1=C(C=CC=C1)Cl)Cl)=O ((2′-chloro-4′-{4-[(R)-1-(2-chloro-phenyl)-ethoxycarbonylamino]-3-methyl-isoxazol-5-yl}-biphenyl-4-yl)-acetic acid ethyl ester). Reaction SMILES: [Cl:1][C:2]1[CH:7]=[CH:6][CH:5]=[CH:4][C:3]=1[C@H:8]([O:10][C:11](=[O:27])[NH:12][C:13]1[C:14]([CH3:26])=[N:15][O:16][C:17]=1[C:18]1[CH:23]=[CH:22][C:21](Br)=[C:20]([Cl:25])[CH:19]=1)[CH3:9].[CH2:28]([O:30][C:31](=[O:48])[CH2:32][C:33]1[CH:38]=[CH:37][C:36](B2OC(C)(C)C(C)(C)O2)=[CH:35][CH:34]=1)[CH3:29]>>[CH2:28]([O:30][C:31](=[O:48])[CH2:32][C:33]1[CH:38]=[CH:37][C:36]([C:21]2[CH:22]=[CH:23][C:18]([C:17]3[O:16][N:15]=[C:14]([CH3:26])[C:13]=3[NH:12][C:11]([O:10][C@@H:8]([C:3]3[CH:4]=[CH:5][CH:6]=[CH:7][C:2]=3[Cl:1])[CH3:9])=[O:27])=[CH:19][C:20]=2[Cl:25])=[CH:35][CH:34]=1)[CH3:29]. Procedure: Following the procedure described in Example 36, Step 6, [5-(4-bromo-3-chloro-phenyl)-3-methyl-isoxazol-4-yl]-carbamic acid (R)-1-(2-chloro-phenyl)-ethyl ester and [4-(4,4,5,5-tetramethyl-[1,3,2]dioxaborolan-2-yl)-phenyl]-acetic acid ethyl ester were reacted to provide (2′-chloro-4′-{4-[(R)-1-(2-chloro-phenyl)-ethoxycarbonylamino]-3-methyl-isoxazol-5-yl}-biphenyl-4-yl)-acetic acid ethyl ester, which was hydrolyzed to the acid as described in Example 36, Step 7.